This data is from the Open Reaction Database (ORD), a public repository of structured organic reaction records. The task is: describe an organic reaction: reactants, conditions, products, and yield Reactants: C(C#C)N1C(C=2C(C1=O)=CC=CC2)=O (N-propargylphthalimide), [BH4-].[Na+] (sodium borohydride). Run in C(C)O (ethanol). The product is OC1N(C(C2=CC=CC=C12)=O)CC#C (rac. 2,3-Dihydro-3-hydroxy-2-(2-propynyl)-1H-isoindol-1-one). As a reaction SMILES: [CH2:1]([N:4]1[C:8](=[O:9])[C:7]2=[CH:10][CH:11]=[CH:12][CH:13]=[C:6]2[C:5]1=[O:14])[C:2]#[CH:3].[BH4-].[Na+]>C(O)C>[OH:9][CH:8]1[C:7]2[C:6](=[CH:13][CH:12]=[CH:11][CH:10]=2)[C:5](=[O:14])[N:4]1[CH2:1][C:2]#[CH:3] |f:1.2|. Reported procedure: A mixture of 10 g of N-propargylphthalimide and 2 g of sodium borohydride in 100 ml of ethanol was heated on the steam bath for 15 minutes with stirring. The resulting solution was concentrated under reduced pressure to one third of the volume and the product was crystallized by addition of ice and saturated sodium bicarbonate solution. The precipitated crystals of the title compound were collected by filtration, washed with water and sucked dry. After drying in vacuum they had m.p. 157°-159° C. Reactants: CCCCc1nc(CO)c(C(=O)OC)n1Cc1ccc(-c2ccccc2C(=O)OC(C)(C)C)cc1, Cl, C1COCCO1. Product: CCCCc1nc(CO)c(C(=O)OC)n1Cc1ccc(-c2ccccc2C(=O)O)cc1. As a reaction SMILES: [C:1]([CH3:2])([CH3:3])([CH3:4])[O:5][C:6](=[O:7])[c:8]1[c:9](-[c:14]2[cH:15][cH:16][c:17]([CH2:20][n:21]3[c:22]([CH2:32][CH2:33][CH2:34][CH3:35])[n:23][c:24]([CH2:30][OH:31])[c:25]3[C:26](=[O:27])[O:28][CH3:29])[cH:18][cH:19]2)[cH:10][cH:11][cH:12][cH:13]1.[ClH:36].[O:37]1[CH2:38][CH2:39][O:40][CH2:41][CH2:42]1>>[O:5]=[C:6]([OH:7])[c:8]1[c:9](-[c:14]2[cH:15][cH:16][c:17]([CH2:20][n:21]3[c:22]([CH2:32][CH2:33][CH2:34][CH3:35])[n:23][c:24]([CH2:30][OH:31])[c:25]3[C:26](=[O:27])[O:28][CH3:29])[cH:18][cH:19]2)[cH:10][cH:11][cH:12][cH:13]1. The reactants are CCCC[N+](CCCC)(CCCC)CCCC, [F-], C1CCOC1, Cc1ccc(-c2cn(S(=O)(=O)c3ccc(C)cc3)nc2OCc2ccccc2)cc1. The product is Cc1ccc(-c2c[nH]nc2OCc2ccccc2)cc1. As a reaction SMILES: [CH3:32][CH2:33][CH2:34][CH2:35][N+:36]([CH2:37][CH2:38][CH2:39][CH3:40])([CH2:41][CH2:42][CH2:43][CH3:44])[CH2:45][CH2:46][CH2:47][CH3:48].[F-:31].[O:49]1[CH2:50][CH2:51][CH2:52][CH2:53]1.[c:1]1([CH3:2])[cH:3][cH:4][c:5]([S:6](=[O:7])(=[O:8])[n:10]2[n:11][c:12]([O:22][CH2:23][c:24]3[cH:25][cH:26][cH:27][cH:28][cH:29]3)[c:13](-[c:15]3[cH:16][cH:17][c:18]([CH3:21])[cH:19][cH:20]3)[cH:14]2)[cH:9][cH:30]1>>[nH:10]1[n:11][c:12]([O:22][CH2:23][c:24]2[cH:25][cH:26][cH:27][cH:28][cH:29]2)[c:13](-[c:15]2[cH:16][cH:17][c:18]([CH3:21])[cH:19][cH:20]2)[cH:14]1. The reactants are CSCCC(NC(=O)OC(C)(C)C)C(=O)O, CCN=C=NCCCN(C)C, NCC1CCCCC1, CN(C)C=O, On1nnc2ccccc21. Yields the product CSCCC(NC(=O)OC(C)(C)C)C(=O)NCC1CCCCC1. Reaction SMILES: [C:1]([CH3:2])([CH3:3])([CH3:4])[O:5][C:6](=[O:7])[NH:8][CH:9]([C:10](=[O:11])[OH:12])[CH2:13][CH2:14][S:15][CH3:16].[CH3:35][CH2:36][N:37]=[C:38]=[N:39][CH2:40][CH2:41][CH2:42][N:43]([CH3:44])[CH3:45].[CH:17]1([CH2:23][NH2:24])[CH2:18][CH2:19][CH2:20][CH2:21][CH2:22]1.[O:46]=[CH:47][N:48]([CH3:49])[CH3:50].[OH:25][n:26]1[c:27]2[c:28]([cH:29][cH:30][cH:31][cH:32]2)[n:33][n:34]1>>[C:1]([CH3:2])([CH3:3])([CH3:4])[O:5][C:6](=[O:7])[NH:8][CH:9]([C:10](=[O:12])[NH:24][CH2:23][CH:17]1[CH2:18][CH2:19][CH2:20][CH2:21][CH2:22]1)[CH2:13][CH2:14][S:15][CH3:16]. The reactants are CO, Cl, Nc1cc(F)c(F)cc1[N+](=O)[O-], [Fe]. Yields the product Nc1cc(F)c(F)cc1N. RXN SMILES: [CH3:14][OH:15].[ClH:13].[F:1][c:2]1[cH:3][c:4]([N+:10]([O-:11])=[O:12])[c:5]([NH2:6])[cH:7][c:8]1[F:9].[Fe:16]>>[F:1][c:2]1[cH:3][c:4]([NH2:10])[c:5]([NH2:6])[cH:7][c:8]1[F:9].